This data is from the Open Reaction Database (ORD), a public repository of structured organic reaction records. The task is: describe an organic reaction: reactants, conditions, products, and yield Reactants: BrC1=CC(=C(C=C1)NC(CC(=O)OCC)=O)C (ethyl 3-[(4-bromo-2-methylphenyl)amino]-3-oxopropanoate), C([O-])([O-])=O.[K+].[K+] (potassium carbonate), CN(C=O)C (dimethylformamide), BrCCBr (1,2-dibromoethane). The solvent is CCCCCC.C(C)(=O)OCC (hexane ethyl acetate), C(Cl)Cl (methylene chloride). Product: BrC1=CC(=C(C=C1)NC(=O)C1(CC1)C(=O)OCC)C (ethyl 1-(4-bromo-2-methylphenylaminocarbonyl)cyclopropanecarboxylate). The yield is 82.4%. Reaction SMILES: [Br:1][C:2]1[CH:7]=[CH:6][C:5]([NH:8][C:9](=[O:16])[CH2:10][C:11]([O:13][CH2:14][CH3:15])=[O:12])=[C:4]([CH3:17])[CH:3]=1.C(=O)([O-])[O-].[K+].[K+].CN(C)C=O.Br[CH2:30][CH2:31]Br>C(Cl)Cl.CCCCCC.C(OCC)(=O)C>[Br:1][C:2]1[CH:7]=[CH:6][C:5]([NH:8][C:9]([C:10]2([C:11]([O:13][CH2:14][CH3:15])=[O:12])[CH2:31][CH2:30]2)=[O:16])=[C:4]([CH3:17])[CH:3]=1 |f:1.2.3,7.8|. Reported procedure: Into a 250 milliliter three-necked round-bottom reaction flask equipped with a mechanical stirrer, thermometer and nitrogen inlet and outlet was added 5.0 grams (17.0 mmol) of ethyl 3-[(4-bromo-2-methylphenyl)amino]-3-oxopropanoate prepared as in Example A, 5.73 grams (42.0 mmol) of anhydrous potassium carbonate, 20 milliliters of anhydrous dimethylformamide and 1.7 milliliters (20.0 mol) of 1,2-dibromoethane. The resulting mixture was stirred at ambient temperature under a nitrogen atmosphere a... The reactants are O=C(O)c1ccc(Br)s1, CNOC. The reagents and catalysts are [B-](F)(F)(F)F.CN(C)C(=[N+](C)C)ON1C=CC=CC1=O (TPTU), CCN(C(C)C)C(C)C (DIPEA), C1=CC=C2C(=C1)N=NN2O (HOBt). Solvent: CN(C)C=O (DMF), CN(C)C=O (DMF), CN(C)C=O (DMF), CN(C)C=O (DMF), CN(C)C=O (DMF), CN(C)C=O (DMF). Run at temperature 25 celsius, time 2 hour. The product is CON(C)C(=O)c1ccc(Br)s1. Isolated yield 63.0%. Reaction SMILES: CNOC.O=C(O)c1ccc(Br)s1.[B-](F)(F)(F)F.CN(C)C(=[N+](C)C)ON1C=CC=CC1=O.C1=CC=C2C(=C1)N=NN2O.CCN(C(C)C)C(C)C.CN(C)C=O>>CON(C)C(=O)c1ccc(Br)s1. The reactants are OC=1C=C2C=CC=NC2=CC1 (6-Hydroxyquinoline), O (water), CC(C)([O-])C.[K+] (Potassium t-butoxide), ClC(C(=O)OCC)OCC (ethyl 2-chloro-2-ethoxyacetate). Reagents/catalysts: [I-].[K+] (potassium iodide). Solvent: C(C)(C)(C)O (t-butyl alcohol). Conditions: time 10 minute. Yields the product N1=CC=CC2=CC(=CC=C12)OC(C(=O)OCC)OCC (ethyl 2-(6-quinolinyloxy)-2-(ethoxy)acetate). The yield is 64.7%. Reaction SMILES: CC(C)([O-])C.[K+].[OH:7][C:8]1[CH:9]=[C:10]2[C:15](=[CH:16][CH:17]=1)[N:14]=[CH:13][CH:12]=[CH:11]2.Cl[CH:19]([O:25][CH2:26][CH3:27])[C:20]([O:22][CH2:23][CH3:24])=[O:21].O>C(O)(C)(C)C.[I-].[K+]>[N:14]1[C:15]2[C:10](=[CH:9][C:8]([O:7][CH:19]([O:25][CH2:26][CH3:27])[C:20]([O:22][CH2:23][CH3:24])=[O:21])=[CH:17][CH:16]=2)[CH:11]=[CH:12][CH:13]=1 |f:0.1,6.7|. Procedure details: Potassium t-butoxide (3.15 g) was dissolved in t-butyl alcohol (20 ml) and stirred for 10 minutes at ambient temperature. 6-Hydroxyquinoline (3.0 g) was added, the resulting dark green solution was stirred for 15 minutes, and then ethyl 2-chloro-2-ethoxyacetate (4.22 g, 90% pure) added, followed by a catalytic amount of potassium iodide (0.005 g). The mixture was stirred for 18 hours, poured into water and extracted with chloroform. The organic fraction was washed with brine, water, and dried ov... Reactants: C(CCC)C=1N(C(N(N1)C1=C(C=CC(=C1)[N+](=O)[O-])Cl)=O)CC1=CC=C(C=C1)C1=C(C=CC(=C1)CC)S(NC(C1=C(C=CC=C1)Cl)=O)(=O)=O (5-n-Butyl-4-[[2'-[N-(2-chlorobenzoyl)sulfamoyl]-5'-ethylbiphenyl-4-yl]methyl]-2-(2-chloro-5-nitrophenyl)-2,4-dihydro-3H-1,2,4-triazol-3-one). The reagents and catalysts are [Pt]=O (platinum oxide). The solvent is C(C)(=O)OCC (ethyl acetate). Reaction conditions: time 1 day. Yields the product NC=1C=CC(=C(C1)N1N=C(N(C1=O)CC1=CC=C(C=C1)C1=C(C=CC(=C1)CC)S(NC(C1=C(C=CC=C1)Cl)=O)(=O)=O)CCCC)Cl (2-(5-Amino-2-chlorophenyl)-5-n-butyl-4-[[2'-[N-(2-chlorobenzoyl)sulfamoyl]-5'-ethylbiphenyl-4-yl]methyl]-2,4-dihydro-3H-1,2,4-triazol-3-one). Yield: 62.5%. RXN SMILES: [CH2:1]([C:5]1[N:6]([CH2:21][C:22]2[CH:27]=[CH:26][C:25]([C:28]3[CH:33]=[C:32]([CH2:34][CH3:35])[CH:31]=[CH:30][C:29]=3[S:36](=[O:48])(=[O:47])[NH:37][C:38](=[O:46])[C:39]3[CH:44]=[CH:43][CH:42]=[CH:41][C:40]=3[Cl:45])=[CH:24][CH:23]=2)[C:7](=[O:20])[N:8]([C:10]2[CH:15]=[C:14]([N+:16]([O-])=O)[CH:13]=[CH:12][C:11]=2[Cl:19])[N:9]=1)[CH2:2][CH2:3][CH3:4]>[Pt]=O.C(OCC)(=O)C>[NH2:16][C:14]1[CH:13]=[CH:12][C:11]([Cl:19])=[C:10]([N:8]2[C:7](=[O:20])[N:6]([CH2:21][C:22]3[CH:23]=[CH:24][C:25]([C:28]4[CH:33]=[C:32]([CH2:34][CH3:35])[CH:31]=[CH:30][C:29]=4[S:36](=[O:47])(=[O:48])[NH:37][C:38](=[O:46])[C:39]4[CH:44]=[CH:43][CH:42]=[CH:41][C:40]=4[Cl:45])=[CH:26][CH:27]=3)[C:5]([CH2:1][CH2:2][CH2:3][CH3:4])=[N:9]2)[CH:15]=1. Procedure: A mixture of 135 mg (0.191 mmole) of 5-n-butyl-4-[[2'-[N-(2-chlorobenzoyl)sulfamoyl]-5'-ethylbiphenyl-4-yl]methyl]-2-(2-chloro-5-nitrophenyl)-2,4-dihydro-3H-1,2,4-triazol-3-one (from Step C), 10 mg of platinum oxide, and 2 mL of ethyl acetate was stirred under an atmosphere of hydrogen (balloon) for 1 day and then then filtered through Celite. The crude product was chromatographed on a column of silica gel (gradient elution with 0.5-4% MeOH in CH2Cl2) to give 81 mg (63%) of the title compound; h... Starting materials: CCN=C=NCCCN(C)C, O=C(O)c1ccn2cncc2c1Nc1ccc(C2CC2)cc1F, CCN(C(C)C)C(C)C, Cl, CC(C)(CO)ON, CN(C)C=O, On1nnc2ccccc21. Product: CC(C)(CO)ONC(=O)c1ccn2cncc2c1Nc1ccc(C2CC2)cc1F. As a reaction SMILES: [CH3:24][CH2:25][N:26]=[C:27]=[N:28][CH2:29][CH2:30][CH2:31][N:32]([CH3:33])[CH3:34].[CH:1]1([c:4]2[cH:5][c:6]([F:23])[c:7]([NH:10][c:11]3[c:12]4[n:13]([cH:14][cH:15][c:16]3[C:17](=[O:18])[OH:19])[cH:20][n:21][cH:22]4)[cH:8][cH:9]2)[CH2:2][CH2:3]1.[CH:45]([N:46]([CH2:47][CH3:48])[CH:49]([CH3:50])[CH3:51])([CH3:52])[CH3:53].[ClH:54].[NH2:55][O:56][C:57]([CH2:58][OH:59])([CH3:60])[CH3:61].[O:62]=[CH:63][N:64]([CH3:65])[CH3:66].[OH:35][n:36]1[c:37]2[c:38]([cH:39][cH:40][cH:41][cH:42]2)[n:43][n:44]1>>[CH:1]1([c:4]2[cH:5][c:6]([F:23])[c:7]([NH:10][c:11]3[c:12]4[n:13]([cH:14][cH:15][c:16]3[C:17](=[O:19])[NH:55][O:56][C:57]([CH2:58][OH:59])([CH3:60])[CH3:61])[cH:20][n:21][cH:22]4)[cH:8][cH:9]2)[CH2:2][CH2:3]1. Starting materials: OC1=C2C=CC=NC2=CC=C1 (5-hydroxyquinoline), BrCCCBr (1,3-dibromopropane), CC(C)(C)[O-].[K+] (t-BuOK). Yields the product BrCCCOC1=C2C=CC=NC2=CC=C1 (5-(3-bromopropoxy)quinoline). Yield: 35.5%. As a reaction SMILES: [OH:1][C:2]1[CH:11]=[CH:10][CH:9]=[C:8]2[C:3]=1[CH:4]=[CH:5][CH:6]=[N:7]2.[Br:12][CH2:13][CH2:14][CH2:15]Br.CC([O-])(C)C.[K+]>>[Br:12][CH2:13][CH2:14][CH2:15][O:1][C:2]1[CH:11]=[CH:10][CH:9]=[C:8]2[C:3]=1[CH:4]=[CH:5][CH:6]=[N:7]2 |f:2.3|. Reported procedure: Following the same procedure as in Example 1-(a), reaction and treatment were carried out using 1.0 g of 5-hydroxyquinoline, 2.1 g of 1,3-dibromopropane and 0.78 g of t-BuOK as a base, in order to obtain 0.65 g of 5-(3-bromopropoxy)quinoline.